This data is from the Open Reaction Database (ORD), a public repository of structured organic reaction records. The task is: describe an organic reaction: reactants, conditions, products, and yield Reactants: ClC1=C(N)C=C(C(=C1)F)OC (2-chloro-4-fluoro-5-methoxyaniline), ClC(=O)OC(Cl)(Cl)Cl (trichloromethyl chloroformate). The solvent is C1(=CC=CC=C1)C (toluene). Product: ClC1=C(C=C(C(=C1)F)OC)N=C=O (2-chloro-4-fluoro-5-methoxyphenyl isocyanate). The yield is 175.1%. Reaction SMILES: [Cl:1][C:2]1[CH:8]=[C:7]([F:9])[C:6]([O:10][CH3:11])=[CH:5][C:3]=1[NH2:4].Cl[C:13](OC(Cl)(Cl)Cl)=[O:14]>C1(C)C=CC=CC=1>[Cl:1][C:2]1[CH:8]=[C:7]([F:9])[C:6]([O:10][CH3:11])=[CH:5][C:3]=1[N:4]=[C:13]=[O:14]. Procedure details: In the manner of Example 2, Step D, the reaction of 3.0 g (0.017 mole) of 2-chloro-4-fluoro-5-methoxyaniline with 1.68 g (0.0085 mole) of trichloromethyl chloroformate in 20 mL of toluene produced 3.0 g of 2-chloro-4-fluoro-5-methoxyphenyl isocyanate. Product: CCCSCc1cccc([N+](=O)[O-])c1. Reactants: CCC[S-], O=[N+]([O-])c1cccc(CCl)c1, [Na+], CN(C)C=O, O. RXN SMILES: [CH2:12]([CH2:13][CH3:14])[S-:15].[Cl:1][CH2:2][c:3]1[cH:4][c:5]([N+:9](=[O:10])[O-:11])[cH:6][cH:7][cH:8]1.[Na+:16].[O:18]=[CH:19][N:20]([CH3:21])[CH3:22].[OH2:17]>>[CH2:2]([c:3]1[cH:4][c:5]([N+:9](=[O:10])[O-:11])[cH:6][cH:7][cH:8]1)[S:15][CH2:12][CH2:13][CH3:14]. The reactants are C1COCCO1, Cl, CC(C)C(NC(=O)OC(C)(C)C)C(=O)OCc1ccc([N+](=O)[O-])cc1. Product: Cl, CC(C)C(N)C(=O)OCc1ccc([N+](=O)[O-])cc1. RXN SMILES: [CH2:27]1[O:28][CH2:29][CH2:30][O:31][CH2:32]1.[ClH:26].[N+:1](=[O:2])([O-:3])[c:4]1[cH:5][cH:6][c:7]([CH2:8][O:9][C:10]([CH:11]([NH:12][C:13]([O:14][C:15]([CH3:16])([CH3:17])[CH3:18])=[O:19])[CH:20]([CH3:21])[CH3:22])=[O:23])[cH:24][cH:25]1>>[ClH:26].[N+:1](=[O:2])([O-:3])[c:4]1[cH:5][cH:6][c:7]([CH2:8][O:9][C:10]([CH:11]([NH2:12])[CH:20]([CH3:21])[CH3:22])=[O:23])[cH:24][cH:25]1.